From a dataset of the Open Reaction Database (ORD), a public repository of structured organic reaction records. describe an organic reaction: reactants, conditions, products, and yield The reactants are BrCCCO (3-bromopropanol), C(CCCCCCCCCCCCCCC)NC1=CC=C(C(=O)[O-])C=C1.[Na+] (sodium 4-(n-hexadecylamino)benzoate). Yields the product C(CCCCCCCCCCCCCCC)NC1=CC=C(C(=O)OCCCO)C=C1 (3-hydroxypropyl 4-(n-hexadecylamino)benzoate). As a reaction SMILES: Br[CH2:2][CH2:3][CH2:4][OH:5].[CH2:6]([NH:22][C:23]1[CH:31]=[CH:30][C:26]([C:27]([O-:29])=[O:28])=[CH:25][CH:24]=1)[CH2:7][CH2:8][CH2:9][CH2:10][CH2:11][CH2:12][CH2:13][CH2:14][CH2:15][CH2:16][CH2:17][CH2:18][CH2:19][CH2:20][CH3:21].[Na+]>>[CH2:6]([NH:22][C:23]1[CH:24]=[CH:25][C:26]([C:27]([O:29][CH2:2][CH2:3][CH2:4][OH:5])=[O:28])=[CH:30][CH:31]=1)[CH2:7][CH2:8][CH2:9][CH2:10][CH2:11][CH2:12][CH2:13][CH2:14][CH2:15][CH2:16][CH2:17][CH2:18][CH2:19][CH2:20][CH3:21] |f:1.2|. Reported procedure: In the manner described in Example 19, treatment of 3-bromopropanol with sodium 4-(n-hexadecylamino)benzoate affords 3-hydroxypropyl 4-(n-hexadecylamino)benzoate, mp 67°-69° C. Starting materials: O=C1OC2(CCN(C(=O)C3(c4ccc(Br)cc4)CC3)C2)c2ccccc21, CC(C)(C)P(C(C)(C)C)C(C)(C)C, Cn1ccc(B(O)O)n1, C1CCOC1, O=C(C=Cc1ccccc1)C=Cc1ccccc1, O=C(C=Cc1ccccc1)C=Cc1ccccc1, O=C(C=Cc1ccccc1)C=Cc1ccccc1, [Pd], [Pd]. Yields the product Cn1ccc(-c2ccc(C3(C(=O)N4CCC5(C4)OC(=O)c4ccccc45)CC3)cc2)n1. RXN SMILES: [Br:1][c:2]1[cH:3][cH:4][c:5]([C:8]2([C:11](=[O:12])[N:13]3[CH2:14][C:15]4([O:16][C:17](=[O:24])[c:18]5[c:19]4[cH:20][cH:21][cH:22][cH:23]5)[CH2:25][CH2:26]3)[CH2:9][CH2:10]2)[cH:6][cH:7]1.[C:32]([P:33]([C:34]([CH3:35])([CH3:36])[CH3:37])[C:38]([CH3:39])([CH3:40])[CH3:41])([CH3:42])([CH3:43])[CH3:44].[CH3:45][n:46]1[n:47][c:48]([B:51]([OH:52])[OH:53])[cH:49][cH:50]1.[O:27]1[CH2:28][CH2:29][CH2:30][CH2:31]1.[O:56]=[C:57]([CH:58]=[CH:59][c:60]1[cH:61][cH:62][cH:63][cH:64][cH:65]1)[CH:66]=[CH:67][c:68]1[cH:69][cH:70][cH:71][cH:72][cH:73]1.[O:74]=[C:75]([CH:76]=[CH:77][c:78]1[cH:79][cH:80][cH:81][cH:82][cH:83]1)[CH:84]=[CH:85][c:86]1[cH:87][cH:88][cH:89][cH:90][cH:91]1.[O:92]=[C:93]([CH:94]=[CH:95][c:96]1[cH:97][cH:98][cH:99][cH:100][cH:101]1)[CH:102]=[CH:103][c:104]1[cH:105][cH:106][cH:107][cH:108][cH:109]1.[Pd:54].[Pd:55]>>[c:2]1(-[c:48]2[n:47][n:46]([CH3:45])[cH:50][cH:49]2)[cH:3][cH:4][c:5]([C:8]2([C:11](=[O:12])[N:13]3[CH2:14][C:15]4([O:16][C:17](=[O:24])[c:18]5[c:19]4[cH:20][cH:21][cH:22][cH:23]5)[CH2:25][CH2:26]3)[CH2:9][CH2:10]2)[cH:6][cH:7]1. The reactants are C(C)NC1=CN=C(S1)C=1C=NC=CC1 (N-ethyl-2-(pyridin-3-yl)thiazol-5-amine), C(C)OCC (diethyl ether), ClNC(CCC(=O)N)=O (N-chlorosuccinamide). Solvent: O1CCOCC1 (dioxane). Reaction conditions: temperature 5 celsius, time 60 minute. The product is Cl.ClC=1N=C(SC1NCC)C=1C=NC=CC1 (4-chloro-N-ethyl-2-(pyridin-3-yl)thiazol-5-amine hydrochloride). Reaction SMILES: [CH2:1]([NH:3][C:4]1[S:8][C:7]([C:9]2[CH:10]=[N:11][CH:12]=[CH:13][CH:14]=2)=[N:6][CH:5]=1)[CH3:2].C(OCC)C.[Cl:20]NC(=O)CCC(N)=O>O1CCOCC1>[ClH:20].[Cl:20][C:5]1[N:6]=[C:7]([C:9]2[CH:10]=[N:11][CH:12]=[CH:13][CH:14]=2)[S:8][C:4]=1[NH:3][CH2:1][CH3:2] |f:4.5|. Procedure: To a dry 500 ml round bottom flask equipped with magnetic stirrer, thermometer, and nitrogen inlet was charged N-ethyl-2-(pyridin-3-yl)thiazol-5-amine (5.1 g, 25 mmol), diethyl ether (200 mL) and dioxane (5 mL). The resulting suspension (not all solid dissolved) was cooled to 5° C., and N-chlorosuccinamide (3.65 g, 27.3 mmol) was added portionwise. After all of the chlorinating agent was added, a brown solid precipitated from solution. The reaction mixture was stirred at 5° C. for 60 minutes, th... Starting materials: SC=1SC2=C(N1)C=CC(=C2)[N+](=O)[O-] (2-mercapto-6-nitrobenzothiazole), N (ammonia). Yields the product NC=1SC2=C(N1)C=CC(=C2)[N+](=O)[O-] (2-amino-6-nitrobenzothiazole). RXN SMILES: S[C:2]1[S:3][C:4]2[CH:10]=[C:9]([N+:11]([O-:13])=[O:12])[CH:8]=[CH:7][C:5]=2[N:6]=1.[NH3:14]>>[NH2:14][C:2]1[S:3][C:4]2[CH:10]=[C:9]([N+:11]([O-:13])=[O:12])[CH:8]=[CH:7][C:5]=2[N:6]=1. Procedure: It has also been reported [see J. Amer. Chem. Soc. 49, 1748 (1927)] that treatment of 2-mercapto-6-nitrobenzothiazole with concentrated aqueous ammonia under pressure at 160° C. followed by crystallization from alcohol and treatment with bone black gives 2-amino-6-nitrobenzothiazole in small yield. Reactants: ClC1=C(C=O)C=CC=C1 (2-chloro-benzaldehyde), [NH4+].[Cl-] (NH4Cl), [Li]CCCC (n-BuLi), C(C)(C)NC(C)C (diisopropylamine), BrC=1C=NC=CC1 (3-bromo-pyridine). Run in C1CCOC1 (THF). Conditions: temperature -70 celsius, time 4 hour. The product is BrC=1C=NC=CC1C(O)C1=C(C=CC=C1)Cl ((3-bromo-pyridin-4-yl)-(2-chloro-phenyl)-methanol). As a reaction SMILES: [Li]CCCC.C(NC(C)C)(C)C.[Br:13][C:14]1[CH:15]=[N:16][CH:17]=[CH:18][CH:19]=1.[Cl:20][C:21]1[CH:28]=[CH:27][CH:26]=[CH:25][C:22]=1[CH:23]=[O:24].[NH4+].[Cl-]>C1COCC1>[Br:13][C:14]1[CH:15]=[N:16][CH:17]=[CH:18][C:19]=1[CH:23]([C:22]1[CH:25]=[CH:26][CH:27]=[CH:28][C:21]=1[Cl:20])[OH:24] |f:4.5|. Reported procedure: Add n-BuLi (48.2 mL, 77.1 mmol, 1.6N in hexane) to a −70° C. solution of diisopropylamine (10.8 mL, 77.1 mmol) in THF (130 mL) in a flame-dried flask. After 30 minutes add 3-bromo-pyridine (2.48 mL, 25.7 mmol) dropwise and stir the mixture at −70° C. After 4 hours, add 2-chloro-benzaldehyde (2.95 mL, 26.2 mmol) dropwise, stir at −70° C. After 1 hour, warm reaction to RT, quench reaction with dropwise addition of 60 mL saturated NH4Cl solution. Extract with Et2O (3×), wash with brine, dry the com... Reaction conditions: time 18 hour. The product is CN(CCCN(C=1C(=CC(=CC1)C(C(F)(F)F)(F)F)N)C)C (N1-(3-Dimethylamino-propyl)-N1-methyl-4-pentafluoroethylbenzene-1,2-diamine). The reagents and catalysts are [Pd] (Palladium). The solvent is CO (MeOH). Starting materials: CN(CCCN(C1=C(C=C(C=C1)C(C(F)(F)F)(F)F)[N+](=O)[O-])C)C (N,N,N′-Trimethyl-N′-(2-nitro-4-pentafluoroethyl-phenyl)-propane-1,3-diamine), [H][H] (hydrogen). Reaction SMILES: [CH3:1][N:2]([CH3:24])[CH2:3][CH2:4][CH2:5][N:6]([CH3:23])[C:7]1[CH:12]=[CH:11][C:10]([C:13]([F:19])([F:18])[C:14]([F:17])([F:16])[F:15])=[CH:9][C:8]=1[N+:20]([O-])=O.[H][H]>CO.[Pd]>[CH3:24][N:2]([CH3:1])[CH2:3][CH2:4][CH2:5][N:6]([CH3:23])[C:7]1[C:8]([NH2:20])=[CH:9][C:10]([C:13]([F:19])([F:18])[C:14]([F:15])([F:16])[F:17])=[CH:11][CH:12]=1. Procedure: N,N,N′-Trimethyl-N′-(2-nitro-4-pentafluoroethyl-phenyl)-propane-1,3-diamine (Step 2, 800 mg, 2.25 mmol) was dissolved in 15 mL MeOH. Palladium (120 mg, 0.307 mmol, 10% w/w on carbon) was added, a balloon containing hydrogen was inserted, and the reaction was stirred at RT for 18 h. The solution was then filtered through a pad of Celite and concentrated, yielding viscous brown oil. The crude mixture was purified using reverse phase chromatography to give the title compound as reddish-brown oil. M... Product: CCN1CCCNCC1. RXN SMILES: [Al+3:2].[CH2:18]1[O:19][CH2:20][CH2:21][CH2:22]1.[ClH:17].[H-:1].[H-:4].[H-:5].[H-:6].[Li+:3].[N:7]1([C:14]([CH3:15])=[O:16])[CH2:8][CH2:9][NH:10][CH2:11][CH2:12][CH2:13]1>>[N:7]1([CH2:14][CH3:15])[CH2:8][CH2:9][NH:10][CH2:11][CH2:12][CH2:13]1. The reactants are [Al+3], C1CCOC1, Cl, [H-], [H-], [H-], [H-], [Li+], CC(=O)N1CCCNCC1.